Dataset: the Open Reaction Database (ORD), a public repository of structured organic reaction records. Task: describe an organic reaction: reactants, conditions, products, and yield Starting materials: COC1=C(C=C(C=C1)[N+](=O)[O-])/C=C/C(=O)O ((E)-3-(2-Methoxy-5-nitro-phenyl)-acrylic acid), CCN=C=NCCCN(C)C.Cl (EDC.HCl), ON1N=NC2=C1C=CC=C2 (N-hydroxybenzotriazole), CN (methylamine). Run in CN(C=O)C (dimethylformamide). Reaction conditions: time 18 hour. Yields the product [N+](=O)([O-])C=1C=CC(=C(C1)/C=C/C(=O)NC)OC ((E)-3-(5-Nitro-2-methoxy-phenyl)-N-methyl-acrylamide). The yield is 70.9%. RXN SMILES: [CH3:1][O:2][C:3]1[CH:8]=[CH:7][C:6]([N+:9]([O-:11])=[O:10])=[CH:5][C:4]=1/[CH:12]=[CH:13]/[C:14]([OH:16])=O.C[CH2:18][N:19]=C=NCCCN(C)C.Cl.ON1C2C=CC=CC=2N=N1.CN>CN(C)C=O>[N+:9]([C:6]1[CH:7]=[CH:8][C:3]([O:2][CH3:1])=[C:4](/[CH:12]=[CH:13]/[C:14]([NH:19][CH3:18])=[O:16])[CH:5]=1)([O-:11])=[O:10] |f:1.2|. Procedure details: (E)-3-(2-Methoxy-5-nitro-phenyl)-acrylic acid (Egypt. J. Pharm. Sci., (1996), 37, 71-84), (1.0 g) in dimethylformamide (5 ml) was treated with EDC.HCl (0.86 g), N-hydroxybenzotriazole (0.1 g) and methylamine (2M in tetrahydrofuran 3 ml) and stirred for 18 h. Solvent was removed at reduced pressure, the residue dissolved in dichloromethane, washed with 2N HCl, sodium hydrogen carbonate and brine. After drying (MgSO4), solvent was removed at reduced pressure and the residue column chromatographed ... Product: CCOC(=O)NCCCNc1nc(Nc2cccc(NC(=O)N3CCCC3)c2)ncc1Br. The reactants are CCOC(=O)Cl, NCCCNc1nc(Nc2cccc(NC(=O)N3CCCC3)c2)ncc1Br, c1ccncc1. Reaction SMILES: [Cl:28][C:29](=[O:30])[O:31][CH2:32][CH3:33].[NH2:1][CH2:2][CH2:3][CH2:4][NH:5][c:6]1[n:7][c:8]([NH:13][c:14]2[cH:15][c:16]([NH:20][C:21](=[O:22])[N:23]3[CH2:24][CH2:25][CH2:26][CH2:27]3)[cH:17][cH:18][cH:19]2)[n:9][cH:10][c:11]1[Br:12].[cH:34]1[cH:35][cH:36][n:37][cH:38][cH:39]1>>[NH:1]([CH2:2][CH2:3][CH2:4][NH:5][c:6]1[n:7][c:8]([NH:13][c:14]2[cH:15][c:16]([NH:20][C:21](=[O:22])[N:23]3[CH2:24][CH2:25][CH2:26][CH2:27]3)[cH:17][cH:18][cH:19]2)[n:9][cH:10][c:11]1[Br:12])[C:29](=[O:30])[O:31][CH2:32][CH3:33]. Starting materials: [Cl-].C(C=CC1=CC=CC=C1)[P+](C1=CC=CC=C1)(C1=CC=CC=C1)C1=CC=CC=C1 (cinnamyltriphenylphosphonium chloride), F[B-](F)(F)F.[Na+] (sodium tetrafluoroborate). Run in O (water), O (water). Reaction conditions: time 6 hour. Product: 10.1, F[B-](F)(F)F.C(C=CC1=CC=CC=C1)[P+](C1=CC=CC=C1)(C1=CC=CC=C1)C1=CC=CC=C1 (cinnamyltriphenylphosphonium tetrafluoroborate). RXN SMILES: [Cl-].[CH2:2]([P+:11]([C:24]1[CH:29]=[CH:28][CH:27]=[CH:26][CH:25]=1)([C:18]1[CH:23]=[CH:22][CH:21]=[CH:20][CH:19]=1)[C:12]1[CH:17]=[CH:16][CH:15]=[CH:14][CH:13]=1)[CH:3]=[CH:4][C:5]1[CH:10]=[CH:9][CH:8]=[CH:7][CH:6]=1.[F:30][B-:31]([F:34])([F:33])[F:32].[Na+]>O>[F:30][B-:31]([F:34])([F:33])[F:32].[CH2:2]([P+:11]([C:24]1[CH:29]=[CH:28][CH:27]=[CH:26][CH:25]=1)([C:12]1[CH:13]=[CH:14][CH:15]=[CH:16][CH:17]=1)[C:18]1[CH:23]=[CH:22][CH:21]=[CH:20][CH:19]=1)[CH:3]=[CH:4][C:5]1[CH:6]=[CH:7][CH:8]=[CH:9][CH:10]=1 |f:0.1,2.3,5.6|. Reported procedure: 10.4 parts of cinnamyltriphenylphosphonium chloride prepared in the above Synthetic Example 2 was dissolved in 580 parts of water and a solution of 2.7 parts of sodium tetrafluoroborate in 9 parts of water was slowly added dropwise thereto. After 6 hr stirring, the resulting colorless crystals were collected by filtration, washed with 300 parts of water, and dried to obtain 10.1 parts of cinnamyltriphenylphosphonium tetrafluoroborate (compound No. 5). The yield is 73.7%. Reaction SMILES: [NH2:1][C:2]1[N:7]=[C:6]2[C:8]([CH:11]3[CH2:16][CH2:15][N:14]([CH3:17])[CH2:13][CH2:12]3)=[CH:9][NH:10][C:5]2=[CH:4][CH:3]=1.[F:18][C:19]1[CH:24]=[CH:23][C:22]([N:25]=[C:26]=[O:27])=[CH:21][CH:20]=1>>[F:18][C:19]1[CH:24]=[CH:23][C:22]([NH:25][C:26]([NH:1][C:2]2[N:7]=[C:6]3[C:8]([CH:11]4[CH2:16][CH2:15][N:14]([CH3:17])[CH2:13][CH2:12]4)=[CH:9][NH:10][C:5]3=[CH:4][CH:3]=2)=[O:27])=[CH:21][CH:20]=1. The reactants are NC1=CC=C2C(=N1)C(=CN2)C2CCN(CC2)C (5-amino-3-(1-methylpiperidin-4-yl)pyrrolo[3,2-b]pyridine), FC1=CC=C(C=C1)N=C=O (4-fluorophenyl isocyanate). Procedure: Beginning with 0.15 gm (0.65 mMol) 5-amino-3-(1-methylpiperidin-4-yl)pyrrolo[3,2-b]pyridine and 0.096 mL (0.85 mMol) 4-fluorophenyl isocyanate, 0.176 gm (74%) of the title compound were recovered essentially by the procedure of Example 122. An analytical sample was crystallized from methanol. Product: FC1=CC=C(C=C1)NC(=O)NC1=CC=C2C(=N1)C(=CN2)C2CCN(CC2)C (N-[4-fluorophenyl]-N'-[3-(1-methylpiperidin-4-yl)pyrrolo[3,2-b]pyridin-5-yl]urea). The reactants are C(C(C)C)C1=CC=C(S1)C(=O)O (5-isobutyl-thiophene-2-carboxylic acid), C[Li] (methyl lithium). Solvent: C(C)OCC (diethyl ether). Reaction conditions: time 1 hour. Yields the product C(C(C)C)C1=CC=C(S1)C(C)=O (1-(5-Isobutyl-thiophen-2-yl)-ethanone). As a reaction SMILES: [CH2:1]([C:5]1[S:9][C:8]([C:10]([OH:12])=O)=[CH:7][CH:6]=1)[CH:2]([CH3:4])[CH3:3].[CH3:13][Li]>C(OCC)C>[CH2:1]([C:5]1[S:9][C:8]([C:10](=[O:12])[CH3:13])=[CH:7][CH:6]=1)[CH:2]([CH3:3])[CH3:4]. Procedure details: To a solution of 5-isobutyl-thiophene-2-carboxylic acid (550 mg, 2.99 mmol) in diethyl ether (20 mL), a solution of methyl lithium (3.75 mL, 1.6 M in diethyl ether) is slowly added at rt. The reaction mixture is stirred at rt for 1 h before it is carefully washed twice with water, dried over MgSO4, filtered and evaporated to give the title compound (336 mg) as a slightly yellow oil, LC-MS: tR=0.91 min, [M+1]+=183.07. Reactants: C(CCCCC=CCCC)(=O)O (6-decenoic acid), BrC(CCCCC(=O)OC)CCCC (Methyl 6-bromodecanoate), N1=CC=CC2=CC=CC=C12 (quinoline), C(CCCC=CCCCC)(=O)OC (methyl 5-decenoate), C(CCCCC=CCCC)(=O)OC (methyl 6-decenoate). The product is C(CCCC=CCCCC)(=O)O (5-decenoic acid). Isolated yield 35.0%. RXN SMILES: Br[CH:2]([CH2:11][CH2:12][CH2:13][CH3:14])[CH2:3][CH2:4][CH2:5][CH2:6][C:7]([O:9]C)=[O:8].N1C2C(=CC=CC=2)C=CC=1.C(OC)(=O)CCCC=CCCCC.C(OC)(=O)CCCCC=CCCC.C(O)(=O)CCCCC=CCCC>>[C:7]([OH:9])(=[O:8])[CH2:6][CH2:5][CH2:4][CH:3]=[CH:2][CH2:11][CH2:12][CH2:13][CH3:14]. Procedure details: Methyl 6-bromodecanoate (1.2 g) and quinoline (1.2g) were mixed together, and then allowed to react at 240° C. for 5 minutes. After the reaction was completed, the reaction solution was extracted with ether, washed with dilute sulfuric acid, washed with water, dried, evaporated to remove the solvent, and then distilled, thereby giving a mixture of methyl 5-decenoate and methyl 6-decenoate (310 mg). The mixture was hydrolyzed in a coventional manner, thereby giving a mixture (270 mg) of 5-decenoi... Starting materials: BrC=1C=C(N)C=CC1 (m-bromo aniline), CS(=O)(=O)Cl (methansulfonyl chloride). The solvent is N1=CC=CC=C1 (pyridine). Run at temperature 0 celsius, time 10 minute. The product is CS(=O)(=O)NC=1C=C(C=CC1)Br (3-(methylsulfonyl)amino-1-bromo-benzene). Isolated yield 90.0%. As a reaction SMILES: [Br:1][C:2]1[CH:3]=[C:4]([CH:6]=[CH:7][CH:8]=1)[NH2:5].[CH3:9][S:10](Cl)(=[O:12])=[O:11]>N1C=CC=CC=1>[CH3:9][S:10]([NH:5][C:4]1[CH:3]=[C:2]([Br:1])[CH:8]=[CH:7][CH:6]=1)(=[O:12])=[O:11]. Procedure: The m-bromo aniline was dissolved in 40 mL of pyridine and cooled to 0° C. followed by addition of methansulfonyl chloride dropwise via syringe. After 10 minutes, the solution was warmed to room temperature and stirred for 4 hours. Upon concentration the residue was partitioned between 350 mL of H2O and 500 mL of dichloromethane in a separatory funnel. The organics were separated and washed with 100 mL of 3N HCl, 200 mL of sat'd NaHCO3 and dried over MgSO4. Upon filtration and concentration in v... As a reaction SMILES: [CH3:1][O:2][c:3]1[cH:4][c:5]([CH2:6][N:7]2[C:8](=[O:24])[C:9]([CH2:12][CH2:13][CH2:14][OH:15])([CH2:16][c:17]3[cH:18][cH:19][c:20]([F:23])[cH:21][cH:22]3)[CH2:10][CH2:11]2)[cH:25][c:26]([O:30][CH3:31])[c:27]1[O:28][CH3:29].[CH3:32][S:33]([Cl:34])(=[O:35])=[O:36].[Cl:37][CH2:38][Cl:39]>>[CH3:1][O:2][c:3]1[cH:4][c:5]([CH2:6][N:7]2[C:8](=[O:24])[C:9]([CH2:12][CH2:13][CH2:14][O:15][S:33]([CH3:32])(=[O:35])=[O:36])([CH2:16][c:17]3[cH:18][cH:19][c:20]([F:23])[cH:21][cH:22]3)[CH2:10][CH2:11]2)[cH:25][c:26]([O:30][CH3:31])[c:27]1[O:28][CH3:29]. Reactants: COc1cc(CN2CCC(CCCO)(Cc3ccc(F)cc3)C2=O)cc(OC)c1OC, CS(=O)(=O)Cl, ClCCl. Product: COc1cc(CN2CCC(CCCOS(C)(=O)=O)(Cc3ccc(F)cc3)C2=O)cc(OC)c1OC. Starting materials: C[Si](C)(C)C=[N+]=[N-] (trimethylsilyl-diazomethane), Cl (HCl), C(C)(C)[N-]C(C)C.[Li+] (lithium diisopropylamide), C(C#C)(=O)OC (methyl propiolate). Solvent: C1CCOC1 (THF), C(C)(=O)OCC (ethyl acetate), O (water). Reaction conditions: time 18 hour. The product is COC(=O)C=1NN=C(C1)[Si](C)(C)C (5-trimethylsilanyl-2H-pyrazole-3-carboxylic acid methyl ester). Yield: 36.2%. As a reaction SMILES: [CH3:1][Si:2]([CH:5]=[N+:6]=[N-:7])([CH3:4])[CH3:3].C([N-]C(C)C)(C)C.[Li+].[C:16]([O:20][CH3:21])(=[O:19])[C:17]#[CH:18].Cl>C1COCC1.O.C(OCC)(=O)C>[CH3:21][O:20][C:16]([C:17]1[NH:7][N:6]=[C:5]([Si:2]([CH3:4])([CH3:3])[CH3:1])[CH:18]=1)=[O:19] |f:1.2|. Procedure: Place trimethylsilyl-diazomethane (2 M in THF) (25 mL, 50 mmol) in THF (50 mL). Cool the reaction to −78° C. and add lithium diisopropylamide (2 M in THF) (25 mL, 50 mmol) over 30 min. Add methyl propiolate (4.45 mL, 50 mmol) and stir at −78° C. for 2 hours. Warm to room temperature and stir for 18 hours. Add ethyl acetate, water, and 1 N HCl. Separate organic layer and extract aqueous with ethyl acetate (2×25 mL). Combine organic extracts, dry over Mg2SO4, filter, and concentrate under reduced ...